Dataset: the Open Reaction Database (ORD), a public repository of structured organic reaction records. Task: describe an organic reaction: reactants, conditions, products, and yield Solvent: O1CCCC1 (tetrahydrofuran). The product is C(C)OCCC1CC(C2=C(S1(=O)=O)SC(=C2)S(=O)(=O)N)NCC (5,6-Dihydro-6-(2-ethoxyethyl)-4-ethylamino-4H-thieno-[2,3-b]thiopyran-2-sulfonamide-7,7-dioxide). The reactants are foam, C(C)(=O)NC1C2=C(S(C(C1)CCOCC)(=O)=O)SC(=C2)S(=O)(=O)N (4-acetamido-5,6-dihydro-6-(2-ethoxyethyl)-4H-thieno[2,3-b]thiopyran-2-sulfonamide-7,7-dioxide), CSC (methyl sulfide), B.CSC (borane methyl sulfide). Procedure details: To a stirred solution of 4-acetamido-5,6-dihydro-6-(2-ethoxyethyl)-4H-thieno[2,3-b]thiopyran-2-sulfonamide-7,7-dioxide (6.8 g, 0.017 mol) in tetrahydrofuran (20 ml) heated under nitrogen to reflux was added borane-methyl sulfide (17 ml, 0.170 mol) dropwise over 1/2 hr. The reaction was heated at reflux for 2 hr. while allowing the methyl sulfide to distill off. Then the mixture was concentrated in vacuo to a yellow gum. Then 6N HCl (30 ml) was added followed by water (30 ml) and the mixture was ... RXN SMILES: [C:1]([NH:4][CH:5]1[CH2:10][CH:9]([CH2:11][CH2:12][O:13][CH2:14][CH3:15])[S:8](=[O:17])(=[O:16])[C:7]2[S:18][C:19]([S:21]([NH2:24])(=[O:23])=[O:22])=[CH:20][C:6]1=2)(=O)[CH3:2].B.CSC.CSC>O1CCCC1>[CH2:14]([O:13][CH2:12][CH2:11][CH:9]1[S:8](=[O:16])(=[O:17])[C:7]2[S:18][C:19]([S:21]([NH2:24])(=[O:23])=[O:22])=[CH:20][C:6]=2[CH:5]([NH:4][CH2:1][CH3:2])[CH2:10]1)[CH3:15] |f:1.2|.